This data is from the Open Reaction Database (ORD), a public repository of structured organic reaction records. The task is: describe an organic reaction: reactants, conditions, products, and yield Reaction SMILES: [ClH:1].[CH2:2]([CH:13]1[CH2:21][C:20]2[C:19]([C:22]([OH:24])=[O:23])=[CH:18][CH:17]=[CH:16][C:15]=2[NH:14]1)[CH2:3][CH2:4][CH2:5][CH2:6][CH2:7][CH2:8][CH2:9][CH2:10][CH2:11][CH3:12].C(OCC)C>C(O)C.CC(C)=O>[ClH:1].[CH2:2]([CH:13]1[CH2:21][C:20]2[C:19]([C:22]([OH:24])=[O:23])=[CH:18][CH:17]=[CH:16][C:15]=2[NH:14]1)[CH2:3][CH2:4][CH2:5][CH2:6][CH2:7][CH2:8][CH2:9][CH2:10][CH2:11][CH3:12] |f:5.6|. Reaction conditions: time 30 second. Run in C(C)O (ethanol), C(C)O (ethanol), CC(=O)C (acetone). Yields the product Cl.C(CCCCCCCCCC)C1NC=2C=CC=C(C2C1)C(=O)O ((RS)-2-(n-undecyl)indoline-4-carboxylic acid hydrochloride). The reactants are Cl (hydrogen chloride), C(CCCCCCCCCC)C1NC=2C=CC=C(C2C1)C(=O)O ((RS)-2-(n-undecyl)indoline-4-carboxylic acid), C(C)OCC (diethyl ether). Procedure: A solution of hydrogen chloride in ethanol (37% w/v, 20 ml) was added to a solution of (RS)-2-(n-undecyl)indoline-4-carboxylic acid (15.0 g) in ethanol (80 ml) and acetone (170 ml). After 30 seconds, anhydrous diethyl ether (800 ml) was added and the product was collected and washed with fresh anhydrous diethyl ether to give (RS)-2-(n-undecyl)indoline-4-carboxylic acid hydrochloride (14.2 g) in the form of a white powder, m.p. 220°-230° C. (with decomposition).